From a dataset of the Open Reaction Database (ORD), a public repository of structured organic reaction records. describe an organic reaction: reactants, conditions, products, and yield Yields the product CC(C)=NOCc1nc2c(N)nc3cc(-c4ccccc4)cnc3c2n1CC(C)C. Starting materials: CCCO, CC#N, CC(C)=NOCc1nc2c(N)nc3cc(Br)cnc3c2n1CC(C)C, [Na+], [Na+], O=C([O-])[O-], CC(=O)[O-], CC(=O)[O-], O, OB(O)c1ccccc1, [Pd+2], c1ccc(P(c2ccccc2)c2ccccc2)cc1. RXN SMILES: [CH2:73]([OH:74])[CH2:75][CH3:76].[CH3:69][C:70]#[N:71].[NH2:1][c:2]1[n:3][c:4]2[cH:5][c:6]([Br:25])[cH:7][n:8][c:9]2[c:10]2[c:11]1[n:12][c:13]([CH2:19][O:20][N:21]=[C:22]([CH3:23])[CH3:24])[n:14]2[CH2:15][CH:16]([CH3:17])[CH3:18].[Na+:54].[Na+:55].[O-:56][C:57](=[O:58])[O-:59].[O-:61][C:62]([CH3:63])=[O:64].[O-:65][C:66]([CH3:67])=[O:68].[OH2:72].[OH:26][B:27]([OH:28])[c:29]1[cH:30][cH:31][cH:32][cH:33][cH:34]1.[Pd+2:60].[c:35]1([P:36]([c:37]2[cH:38][cH:39][cH:40][cH:41][cH:42]2)[c:43]2[cH:44][cH:45][cH:46][cH:47][cH:48]2)[cH:49][cH:50][cH:51][cH:52][cH:53]1>>[NH2:1][c:2]1[n:3][c:4]2[cH:5][c:6](-[c:29]3[cH:30][cH:31][cH:32][cH:33][cH:34]3)[cH:7][n:8][c:9]2[c:10]2[c:11]1[n:12][c:13]([CH2:19][O:20][N:21]=[C:22]([CH3:23])[CH3:24])[n:14]2[CH2:15][CH:16]([CH3:17])[CH3:18]. The reactants are C(C)OC(=O)C=1SC(=CC1N)C1=CC=CC=C1 (3-Amino-5-phenyl-thiophene-2-carboxylic acid ethyl ester), COC1=C(CON2C(NC3=C(C2=O)SC(=C3)C3=CC=CC=C3)=O)C=CC(=C1)OC (3-(2,4-Dimethoxy-benzyloxy)-6-phenyl-1H-thieno[3,2-d]pyrimidine-2,4-dione). The product is ON1C(NC2=C(C1=O)SC(=C2)C2=CC=CC=C2)=O (3-Hydroxy-6-phenyl-1H-thieno[3,2-d]pyrimidine-2,4-dione). As a reaction SMILES: C(OC(C1SC(C2C=CC=CC=2)=CC=1N)=O)C.COC1C=C(OC)C=CC=1C[O:23][N:24]1[C:29](=[O:30])[C:28]2[S:31][C:32]([C:34]3[CH:39]=[CH:38][CH:37]=[CH:36][CH:35]=3)=[CH:33][C:27]=2[NH:26][C:25]1=[O:40]>>[OH:23][N:24]1[C:29](=[O:30])[C:28]2[S:31][C:32]([C:34]3[CH:39]=[CH:38][CH:37]=[CH:36][CH:35]=3)=[CH:33][C:27]=2[NH:26][C:25]1=[O:40]. Procedure: 3-Amino-5-phenyl-thiophene-2-carboxylic acid ethyl ester was converted to 3-(2,4-Dimethoxy-benzyloxy)-6-phenyl-1H-thieno[3,2-d]pyrimidine-2,4-dione via general procedure A1. The intermediate was deprotected via general procedure D1 to give the title compound. 1H NMR (DMSO-d6) δ 10.50 (bs, 1H), 9.04 (s, 1H), 7.76-7.45 (m, 5H); Electrospray MS: 259 (M−H); retention time: 1.27 min. Reactants: CCO, CCOC(C)=O, O=[N+]([O-])c1cc2c(Cl)n[nH]c2cc1F, [Na+], [OH-], Cl[Sn]Cl. Yields the product Nc1cc2c(Cl)n[nH]c2cc1F. Reaction SMILES: [CH3:18][CH2:19][OH:20].[CH3:21][CH2:22][O:23][C:24]([CH3:25])=[O:26].[Cl:1][c:2]1[n:3][nH:4][c:5]2[cH:6][c:7]([F:14])[c:8]([N+:11]([O-:12])=[O:13])[cH:9][c:10]12.[Na+:28].[OH-:27].[Sn:15]([Cl:16])[Cl:17]>>[Cl:1][c:2]1[n:3][nH:4][c:5]2[cH:6][c:7]([F:14])[c:8]([NH2:11])[cH:9][c:10]12. Reactants: CCCc1nc(C)c2c(=O)[nH]c(-c3cc(S(=O)(=O)N4CCN(C)CC4)ccc3OCC)nn12, CC(O)C(=O)O, O. Product: CCCc1nc(C)c2c(=O)[nH]c(-c3cc(S(=O)(=O)N4CCN(C)CC4)ccc3OCC)nn12, CC(O)C(=O)O. As a reaction SMILES: [CH2:1]([CH3:2])[O:3][c:4]1[c:5](-[c:20]2[n:21][n:22]3[c:23]([c:24](=[O:26])[nH:25]2)[c:27]([CH3:33])[n:28][c:29]3[CH2:30][CH2:31][CH3:32])[cH:6][c:7]([S:10](=[O:11])(=[O:12])[N:13]2[CH2:14][CH2:15][N:16]([CH3:19])[CH2:17][CH2:18]2)[cH:8][cH:9]1.[CH3:34][CH:35]([OH:36])[C:37]([OH:38])=[O:39].[OH2:40]>>[CH2:1]([CH3:2])[O:3][c:4]1[c:5](-[c:20]2[n:21][n:22]3[c:23]([c:24](=[O:26])[nH:25]2)[c:27]([CH3:33])[n:28][c:29]3[CH2:30][CH2:31][CH3:32])[cH:6][c:7]([S:10](=[O:11])(=[O:12])[N:13]2[CH2:14][CH2:15][N:16]([CH3:19])[CH2:17][CH2:18]2)[cH:8][cH:9]1.[CH3:34][CH:35]([OH:36])[C:37](=[O:38])[OH:39]. The reactants are CCOC(=O)C(C)C(=O)C(F)(F)F, Cl, Cl, NO, [Na+], [OH-], O. The product is CC(C(=O)NO)C(=O)C(F)(F)F. RXN SMILES: [CH3:6][CH:7]([C:8](=[O:9])[O:10][CH2:11][CH3:12])[C:13](=[O:14])[C:15]([F:16])([F:17])[F:18].[ClH:19].[ClH:3].[NH2:4][OH:5].[Na+:2].[OH-:1].[OH2:20]>>[OH:1][NH:4][C:8]([CH:7]([CH3:6])[C:13](=[O:14])[C:15]([F:16])([F:17])[F:18])=[O:9].